describe an organic reaction: reactants, conditions, products, and yield From a dataset of the Open Reaction Database (ORD), a public repository of structured organic reaction records. Starting materials: S(O)(O)(=O)=O (sulfuric acid), CC(C1CCC(C(O1)OC2C(CC(C(C2O)OC3C(C(C(CO3)(C)O)NC)O)N)N)N)NC (gentamicins), O (water). The solvent is CO (methanol). Yields the product CC(C1CCC(C(O1)OC2C(CC(C(C2O)OC3C(C(C(CO3)(C)O)NC)O)N)N)N)NC (gentamicins), S(=O)(=O)([O-])[O-] (sulfate). As a reaction SMILES: [CH3:1][CH:2]([NH:32][CH3:33])[CH:3]1[O:8][CH:7]([O:9][CH:10]2[CH:15]([OH:16])[CH:14]([O:17][CH:18]3[O:23][CH2:22][C:21]([OH:25])([CH3:24])[CH:20]([NH:26][CH3:27])[CH:19]3[OH:28])[CH:13]([NH2:29])[CH2:12][CH:11]2[NH2:30])[CH:6]([NH2:31])[CH2:5][CH2:4]1.O.[S:35](=[O:39])(=[O:38])([OH:37])[OH:36]>CO>[CH3:1][CH:2]([NH:32][CH3:33])[CH:3]1[O:8][CH:7]([O:9][CH:10]2[CH:15]([OH:16])[CH:14]([O:17][CH:18]3[O:23][CH2:22][C:21]([OH:25])([CH3:24])[CH:20]([NH:26][CH3:27])[CH:19]3[OH:28])[CH:13]([NH2:29])[CH2:12][CH:11]2[NH2:30])[CH:6]([NH2:31])[CH2:5][CH2:4]1.[S:35]([O-:39])([O-:38])(=[O:37])=[O:36]. Procedure: Dissolve 5.0 gm. of 5-epigentamicin C1 in 25 ml. of water and adjust the pH of the solution to 4.5 with 1 N sulfuric acid. Pour into about 300 ml. of methanol with vigorous agitation, continue the agitation for about 10-20 minutes and filter. Wash the precipitate with methanol and dry at about 60° C in vacuo to obtain 5-epigentamicin C1 sulfate. Starting materials: FC1=C2C=CC=NC2=C(C=C1)N1CCC(CC1)=O (1-(5-fluoro-quinolin-8-yl)-piperidin-4-one), FC=1C=CC2=C(C(=CO2)N2CCNCC2)C1 (5-fluoro-3-piperazino benzofuran), C(C)(=O)O[BH-](OC(C)=O)OC(C)=O.[Na+] (sodium triacetoxyborohydride), C(C)(=O)O (acetic acid). Run in C(Cl)Cl (CH2Cl2). Reaction conditions: time 8 hour. Product: FC1=C2C=CC=NC2=C(C=C1)N1CCC(CC1)N1CCN(CC1)C1=COC2=C1C=C(C=C2)F (5-fluoro-8-{4-[4-(5-fluoro-1-benzofuran-3-yl)-1-piperazinyl]-1-piperidinyl}quinoline). Isolated yield 27.2%. Reaction SMILES: [F:1][C:2]1[CH:11]=[CH:10][C:9]([N:12]2[CH2:17][CH2:16][C:15](=O)[CH2:14][CH2:13]2)=[C:8]2[C:3]=1[CH:4]=[CH:5][CH:6]=[N:7]2.[F:19][C:20]1[CH:21]=[CH:22][C:23]2[O:27][CH:26]=[C:25]([N:28]3[CH2:33][CH2:32][NH:31][CH2:30][CH2:29]3)[C:24]=2[CH:34]=1.C(O[BH-](OC(=O)C)OC(=O)C)(=O)C.[Na+].C(O)(=O)C>C(Cl)Cl>[F:1][C:2]1[CH:11]=[CH:10][C:9]([N:12]2[CH2:17][CH2:16][CH:15]([N:31]3[CH2:32][CH2:33][N:28]([C:25]4[C:24]5[CH:34]=[C:20]([F:19])[CH:21]=[CH:22][C:23]=5[O:27][CH:26]=4)[CH2:29][CH2:30]3)[CH2:14][CH2:13]2)=[C:8]2[C:3]=1[CH:4]=[CH:5][CH:6]=[N:7]2 |f:2.3|. Procedure details: To a solution of 0.200 g of 1-(5-fluoro-quinolin-8-yl)-piperidin-4-one (Example C, Step 3, 0.20 g) and 5-fluoro-3-piperazino benzofuran (Step 2, 0.20 g) in CH2Cl2 (10 mL) was added sodium triacetoxyborohydride (0.224 g) and 0.02 mL acetic acid. The reaction was stirred at room temperature overnight. It was quenched with 1N NaOH, and the product was extracted with CH2Cl2. The organic phase was washed with water and dried over magnesium sulfate. The product was filtered through 100 ML of silica ge... The reactants are C(CC)(=O)Cl (propionyl chloride), C1(=CC=CC=C1)NC1=C(C(=O)N)C=CC=C1 (2-phenylamino-benzamide), C([O-])(O)=O.[Na+] (sodium bicarbonate). Solvent: ClC(Cl)Cl (trichloromethane). Run at temperature 0 celsius, time 90 minute. The product is C(C)C=1N(C2=CC=CC=C2C(N1)=O)C1=CC=CC=C1 (2-Ethyl-1-phenyl-1H-quinazolin-4-one). Reaction SMILES: [C:1]1([NH:7][C:8]2[CH:16]=[CH:15][CH:14]=[CH:13][C:9]=2[C:10]([NH2:12])=[O:11])[CH:6]=[CH:5][CH:4]=[CH:3][CH:2]=1.[C:17](Cl)(=O)[CH2:18][CH3:19].C(=O)(O)[O-].[Na+]>ClC(Cl)Cl>[CH2:18]([C:19]1[N:7]([C:1]2[CH:2]=[CH:3][CH:4]=[CH:5][CH:6]=2)[C:8]2[C:9]([C:10](=[O:11])[N:12]=1)=[CH:13][CH:14]=[CH:15][CH:16]=2)[CH3:17] |f:2.3|. Procedure: 2.0 g (9.42 mmol) 2-phenylamino-benzamide were dissolved in 30 ml trichloromethane the solution was cooled to 0° C., and 2.61 g (2.44 ml, 28.2 mmol) propionyl chloride was added slowly. The mixture was boiled for 90 minutes and afterwards neutralized with a saturated sodium bicarbonate solution. After evaporation the substance was crystallized from isopropanol. Reactants: C(CCC)[SnH](CCCC)CCCC (tributyltin hydride), IC1=C(OCC=2CCN(CC2)C)C=CC=C1 (4-(2-Iodophenoxymethyl)-1-methyl-1,2,3,6-tetrahydropyridine). The reagents and catalysts are CC(C)(C#N)N=NC(C)(C)C#N (AIBN). The solvent is C1=CC=CC=C1 (benzene), C1=CC=CC=C1 (benzene). Product: CN1CCC2(CC1)COC1=C2C=CC=C1 (2,3-Dihydro-1'-methylspiro[benzofuran-3,4'-piperidine]). The yield is 73.0%. RXN SMILES: I[C:2]1[CH:16]=[CH:15][CH:14]=[CH:13][C:3]=1[O:4][CH2:5][C:6]1[CH2:7][CH2:8][N:9]([CH3:12])[CH2:10][CH:11]=1.C([SnH](CCCC)CCCC)CCC>C1C=CC=CC=1.CC(N=NC(C#N)(C)C)(C#N)C>[CH3:12][N:9]1[CH2:8][CH2:7][C:6]2([C:2]3[CH:16]=[CH:15][CH:14]=[CH:13][C:3]=3[O:4][CH2:5]2)[CH2:11][CH2:10]1. Procedure: 4-(2-Iodophenoxymethyl)-1-methyl-1,2,3,6-tetrahydropyridine (D2, 8.72 g, 0.026 mol) and AIBN (0.20 g, 0.0012 mol) were stirred at reflux under Ar in benzene (500 ml) as tributyltin hydride (14.3 ml, 0.053 mol) was added dropwise in benzene (100 ml) over 1 h. The mixture was stirred at reflux for a further 4.5 h, cooled and evaporated. The residue was dissolved in ethyl acetate, and extracted with dil. HCl. The extract was basified (sat. K2CO3 solution) and extracted with ethyl acetate. This orga...